Dataset: the Open Reaction Database (ORD), a public repository of structured organic reaction records. Task: describe an organic reaction: reactants, conditions, products, and yield The reactants are [BH3-]C#N, CC(=O)[O-], CO, CCCCCCCCCCCCC=O, Cl, COC(=O)CCN, [Na+], [Na+]. Product: CCCCCCCCCCCCCNCCC(=O)OC. Reaction SMILES: [C:28]([BH3-:29])#[N:30].[CH3:24][C:25](=[O:26])[O-:27].[CH3:32][OH:33].[CH:1]([CH2:2][CH2:3][CH2:4][CH2:5][CH2:6][CH2:7][CH2:8][CH2:9][CH2:10][CH2:11][CH2:12][CH3:13])=[O:14].[ClH:15].[NH2:16][CH2:17][CH2:18][C:19](=[O:20])[O:21][CH3:22].[Na+:23].[Na+:31]>>[CH2:1]([CH2:2][CH2:3][CH2:4][CH2:5][CH2:6][CH2:7][CH2:8][CH2:9][CH2:10][CH2:11][CH2:12][CH3:13])[NH:16][CH2:17][CH2:18][C:19](=[O:20])[O:21][CH3:22]. The reactants are CO, Cc1occc1C(=O)Nc1ccc(Cl)c(C=O)c1, NN1CCOCC1, O. Product: Cc1occc1C(=O)Nc1ccc(Cl)c(C=NN2CCOCC2)c1. RXN SMILES: [CH3:27][OH:28].[Cl:1][c:2]1[c:3]([CH:17]=[O:18])[cH:4][c:5]([NH:8][C:9](=[O:10])[c:11]2[c:12]([CH3:16])[o:13][cH:14][cH:15]2)[cH:6][cH:7]1.[NH2:19][N:20]1[CH2:21][CH2:22][O:23][CH2:24][CH2:25]1.[OH2:26]>>[Cl:1][c:2]1[c:3]([CH:17]=[N:19][N:20]2[CH2:21][CH2:22][O:23][CH2:24][CH2:25]2)[cH:4][c:5]([NH:8][C:9](=[O:10])[c:11]2[c:12]([CH3:16])[o:13][cH:14][cH:15]2)[cH:6][cH:7]1.